Task: describe an organic reaction: reactants, conditions, products, and yield. Dataset: the Open Reaction Database (ORD), a public repository of structured organic reaction records RXN SMILES: CC(OI1(OC(C)=O)(OC(C)=O)OC(=O)C2C=CC=CC1=2)=O.[OH:23][CH2:24][CH2:25][N:26]1[CH2:30][CH2:29][C:28]([C:37]2[CH:42]=[CH:41][CH:40]=[CH:39][CH:38]=2)([C:31]2[CH:36]=[CH:35][CH:34]=[CH:33][CH:32]=2)[C:27]1=[O:43]>ClCCl.C(OCC)C>[O:43]=[C:27]1[C:28]([C:37]2[CH:38]=[CH:39][CH:40]=[CH:41][CH:42]=2)([C:31]2[CH:36]=[CH:35][CH:34]=[CH:33][CH:32]=2)[CH2:29][CH2:30][N:26]1[CH2:25][CH:24]=[O:23]. Procedure details: To a solution of Dess-Martin periodinane (8.03 g, 18.92 mmol) in dichloromethane (100 mL) was added a solution of the product from Example 67A (4.84 g, 17.20 mmol) in dichloromethane (50 mL) at room temperature. After 30 minutes at room temperature, the reaction is diluted with diethyl ether, filtered and concentrated. Chromatography eluting with a gradient of 50% to 100% ethyl acetate/hexanes using a SF25-40 g (Analogix®, Burlington, Wis.) column gave the title compound. MS (DCI+) m/z 280.1 (M+... Run at time 30 minute. Product: O=C1N(CCC1(C1=CC=CC=C1)C1=CC=CC=C1)CC=O (2-(2-oxo-3,3-diphenylpyrrolidin-1-yl)acetaldehyde). Starting materials: CC(=O)OI1(C=2C=CC=CC2C(=O)O1)(OC(=O)C)OC(=O)C (Dess-Martin periodinane), OCCN1C(C(CC1)(C1=CC=CC=C1)C1=CC=CC=C1)=O (1-(2-hydroxyethyl)-3,3-diphenylpyrrolidin-2-one). Solvent: ClCCl (dichloromethane), ClCCl (dichloromethane), C(C)OCC (diethyl ether). Reactants: BrB(Br)Br, COc1ccc(C)c2c1CC1CN(Cc3ccccc3)CCN1C2=O, ClCCl. Yields the product Cc1ccc(O)c2c1C(=O)N1CCN(Cc3ccccc3)CC1C2. RXN SMILES: [B:29]([Br:30])([Br:31])[Br:32].[CH2:1]([c:2]1[cH:3][cH:4][cH:5][cH:6][cH:7]1)[N:8]1[CH2:9][CH:10]2[N:11]([C:12](=[O:23])[c:13]3[c:14]([CH3:22])[cH:15][cH:16][c:17]([O:20][CH3:21])[c:18]3[CH2:19]2)[CH2:24][CH2:25]1.[Cl:26][CH2:27][Cl:28]>>[CH2:1]([c:2]1[cH:3][cH:4][cH:5][cH:6][cH:7]1)[N:8]1[CH2:9][CH:10]2[N:11]([C:12](=[O:23])[c:13]3[c:14]([CH3:22])[cH:15][cH:16][c:17]([OH:20])[c:18]3[CH2:19]2)[CH2:24][CH2:25]1. Starting materials: C=CC(C)C(NNC(=O)c1ccccc1)C(=O)OCC, CCO, [Pd]. Yields the product CCOC(=O)C(NNC(=O)c1ccccc1)C(C)CC. As a reaction SMILES: [C:1]([c:2]1[cH:3][cH:4][cH:5][cH:6][cH:7]1)(=[O:8])[NH:9][NH:10][CH:11]([C:12](=[O:13])[O:14][CH2:15][CH3:16])[CH:17]([CH:18]=[CH2:19])[CH3:20].[CH3:22][CH2:23][OH:24].[Pd:21]>>[C:1]([c:2]1[cH:3][cH:4][cH:5][cH:6][cH:7]1)(=[O:8])[NH:9][NH:10][CH:11]([C:12](=[O:13])[O:14][CH2:15][CH3:16])[CH:17]([CH2:18][CH3:19])[CH3:20]. Starting materials: C(CCCCCCCCC)C1CC2=CC=C(C=C2C1)C1=NC=C(C=N1)O (2-(2-decylindan-5-yl)pyrimidine-5-ol), C(CCCCCCCCC)C1=CN=C(S1)C1=CC=C(C=C1)O (4-(5-decylthiazole-2-yl)phenol), C1(=CC=C(C=C1)S(=O)(=O)OCCCC1=CC=CC=C1)C (3-phenylpropyl p-toluenesulfonate). The product is C1(=CC=C(C=C1)S(=O)(=O)OCCCC1CCCCC1)C (3-cyclohexylpropyl p-toluenesulfonate). Yield: 25.6%. Reaction SMILES: C(C1CC2C(=CC=C(C3N=CC(O)=CN=3)C=2)C1)CCCCCCCCC.C(C1SC(C2C=CC(O)=CC=2)=NC=1)CCCCCCCCC.[C:49]1([CH3:68])[CH:54]=[CH:53][C:52]([S:55]([O:58][CH2:59][CH2:60][CH2:61][C:62]2[CH:67]=[CH:66][CH:65]=[CH:64][CH:63]=2)(=[O:57])=[O:56])=[CH:51][CH:50]=1>>[C:49]1([CH3:68])[CH:50]=[CH:51][C:52]([S:55]([O:58][CH2:59][CH2:60][CH2:61][CH:62]2[CH2:67][CH2:66][CH2:65][CH2:64][CH2:63]2)(=[O:57])=[O:56])=[CH:53][CH:54]=1. Procedure details: An objective product was prepared in the same manner as in Example 2 except that 2-(2-decylindan-5-yl)pyrimidine-5-ol was changed to 4-(5-decylthiazole-2-yl)phenol and 3-phenylpropyl p-toluenesulfonate was changed to 3-cyclohexylpropyl p-toluenesulfonate (Yield: 25.6%). Reactants: FC1=CC=C(C=C1)C1(CC(C2=CC(=CC=C12)C)C1=CC=NC=C1)O (3-(4'-Fluorophenyl)-3-hydroxy-6-methyl-1-(4-pyridyl)indane), BrCC(=O)OCC (ethyl bromoacetate). The solvent is CC(=O)C (acetone). Conditions: temperature 0 celsius. The product is FC1=CC=C(C=C1)C1(CC(C2=CC(=CC=C12)C)C=1CCN(CC1)C(C)O)O (3-(4'-Fluorophenyl)-3-hydroxy-1-(1-hydroxyethyl-1,2,3,6-tetrahydropyrid-4-yl)-6-methylindane). As a reaction SMILES: [F:1][C:2]1[CH:7]=[CH:6][C:5]([C:8]2([OH:24])[C:16]3[C:11](=[CH:12][C:13]([CH3:17])=[CH:14][CH:15]=3)[CH:10]([C:18]3[CH:23]=[CH:22][N:21]=[CH:20][CH:19]=3)[CH2:9]2)=[CH:4][CH:3]=1.Br[CH2:26][C:27](OCC)=[O:28]>CC(C)=O>[F:1][C:2]1[CH:7]=[CH:6][C:5]([C:8]2([OH:24])[C:16]3[C:11](=[CH:12][C:13]([CH3:17])=[CH:14][CH:15]=3)[CH:10]([C:18]3[CH2:23][CH2:22][N:21]([CH:27]([OH:28])[CH3:26])[CH2:20][CH:19]=3)[CH2:9]2)=[CH:4][CH:3]=1. Procedure details: 3-(4'-Fluorophenyl)-3-hydroxy-6-methyl-1-(4-pyridyl)indane (Example 8) (9.0 g) was refluxed with ethyl bromoacetate (5.0 g) in acetone (50 ml) for 3 hrs. The reaction mixture was cooled in a refrigerator overnight and the precipitated pyridinium bromide filtered off. Yield: 7.8 g (56.9%). MP: 177°-78° C. This bromide (7.0 g) was dissolved in methanol (50 ml), cooled to 0° C., and NaBH4 (3.0 g) was added during 1 hour under stirring. The reaction mixture was poured into NH4Cl (10 g) in 1 liter of... The reactants are aqueous solution, [OH-].[Na+] (sodium hydroxide), OO (hydrogen peroxide), C(CC)C1=CC=C(C=C1)C#CC1=CC=C(C=C1)OS(=O)(=O)C(F)(F)F (1-(4-propylphenyl)-2-(4-trifluoromethanesulfonyloxyphenyl)acetylene), O1CCCC1 (tetrahydrofuran), [OH-].[Na+] (sodium hydroxide), CN1CCNCC1 (N-methylpiperazine), O1CCCC1 (tetrahydrofuran). The reagents and catalysts are C=1C=CC(=CC1)[P](C=2C=CC=CC2)(C=3C=CC=CC3)[Pd]([P](C=4C=CC=CC4)(C=5C=CC=CC5)C=6C=CC=CC6)([P](C=7C=CC=CC7)(C=8C=CC=CC8)C=9C=CC=CC9)[P](C=1C=CC=CC1)(C=1C=CC=CC1)C=1C=CC=CC1 (tetrakis(triphenylphosphine)palladium). The product is C(CC)C1=CC=C(C=C1)C#CC1=CC=C(C=C1)\C=C\CCC (1-(4-propylphenyl)-2-[4-(1-trans-pentenyl)phenyl]acetylene). Isolated yield 88.0%. RXN SMILES: [CH2:1]([C:4]1[CH:9]=[CH:8][C:7]([C:10]#[C:11][C:12]2[CH:17]=[CH:16][C:15](OS(C(F)(F)F)(=O)=O)=[CH:14][CH:13]=2)=[CH:6][CH:5]=1)[CH2:2][CH3:3].[OH-].[Na+].CN1[CH2:34][CH2:33]NCC1.OO.O1C[CH2:40][CH2:39][CH2:38]1>C1C=CC([P]([Pd]([P](C2C=CC=CC=2)(C2C=CC=CC=2)C2C=CC=CC=2)([P](C2C=CC=CC=2)(C2C=CC=CC=2)C2C=CC=CC=2)[P](C2C=CC=CC=2)(C2C=CC=CC=2)C2C=CC=CC=2)(C2C=CC=CC=2)C2C=CC=CC=2)=CC=1>[CH2:1]([C:4]1[CH:9]=[CH:8][C:7]([C:10]#[C:11][C:12]2[CH:17]=[CH:16][C:15](/[CH:38]=[CH:39]/[CH2:40][CH2:33][CH3:34])=[CH:14][CH:13]=2)=[CH:6][CH:5]=1)[CH2:2][CH3:3] |f:1.2,^1:45,47,66,85|. Reported procedure: In a four necked flask equipped with a stirrer, a reflux condenser and a thermometer which had been replaced by a nitrogen atmosphere, 1-(4-propylphenyl)-2-(4-trifluoromethanesulfonyloxyphenyl)acetylene (4.4 g, 12 mmol), tetrakis(triphenylphosphine)palladium (0.23 g, 0.2 mmol), sodium hydroxide (2.4 g, 60 mmol), tetrahydrofuran (40 ml) and N-methylpiperazine (10 ml) were charged. Then, to the mixture, a solution of E-1-pentenylcatecholborane (20 mmol) in tetrahydrofuran (50 ml) was dropwise adde... Starting materials: Cl (hydrochloric acid), N1=CC=CC=C1 (Pyridine), ClC(=O)OC (methyl chloroformate), ClC1=C(C=CC=C1)NC1=C(C=NC=2N1N=CC2S(=O)(=O)N)C(=O)N2CCC(CC2)C2=CC=CC=C2 (7-(2-chlorophenylamino)-6-(4-phenylpiperidine-1-carbonyl)pyrazolo[1,5-a]pyrimidine-3-sulfonamide). The solvent is ClCCl (dichloromethane). Run at temperature 0 celsius, time 48 hour. Product: ClC1=C(C=CC=C1)NC1=C(C=NC=2N1N=CC2S(=O)(=O)NC(OC)=O)C(=O)N2CCC(CC2)C2=CC=CC=C2 (Methyl 7-(2-chlorophenylamino)-6-(4-phenylpiperidine-1-carbonyl)pyrazolo[1,5-a]pyrimidin-3-ylsulfonylcarbamate). Yield: 39.8%. As a reaction SMILES: [Cl:1][C:2]1[CH:7]=[CH:6][CH:5]=[CH:4][C:3]=1[NH:8][C:9]1[N:14]2[N:15]=[CH:16][C:17]([S:18]([NH2:21])(=[O:20])=[O:19])=[C:13]2[N:12]=[CH:11][C:10]=1[C:22]([N:24]1[CH2:29][CH2:28][CH:27]([C:30]2[CH:35]=[CH:34][CH:33]=[CH:32][CH:31]=2)[CH2:26][CH2:25]1)=[O:23].N1C=CC=CC=1.Cl[C:43]([O:45][CH3:46])=[O:44].Cl>ClCCl>[Cl:1][C:2]1[CH:7]=[CH:6][CH:5]=[CH:4][C:3]=1[NH:8][C:9]1[N:14]2[N:15]=[CH:16][C:17]([S:18]([NH:21][C:43](=[O:44])[O:45][CH3:46])(=[O:19])=[O:20])=[C:13]2[N:12]=[CH:11][C:10]=1[C:22]([N:24]1[CH2:25][CH2:26][CH:27]([C:30]2[CH:35]=[CH:34][CH:33]=[CH:32][CH:31]=2)[CH2:28][CH2:29]1)=[O:23]. Procedure: 7-(2-Chlorophenylamino)-6-(4-phenylpiperidine-1-carbonyl)pyrazolo[1,5-a]pyrimidine-3-sulfonamide (0.070 g, 0.137 mmol) obtained in Example 6 step 5 was dissolved in dichloromethane (0.7 mL), and the solution was cooled to 0° C. Pyridine (0.325 g, 4.110 mmol) and methyl chloroformate (0.350 g, 3.699 mmol) were added, the mixture was stirred at room temperature for 48 hr, and 1 mol/L hydrochloric acid was added to quench the reaction. The organic layer was separated, and the aqueous layer was extr... Starting materials: O=C([O-])[O-], COC(=O)C(N)(OC)C(C#Cc1ccccc1)S(=O)(=O)c1ccc(-c2ccc(OC)cc2)cc1, COc1ccc(B(O)O)cc1, CCO, [Na+], [Na+], O, c1ccccc1, c1ccc(P(c2ccccc2)(c2ccccc2)[Pd](P(c2ccccc2)(c2ccccc2)c2ccccc2)(P(c2ccccc2)(c2ccccc2)c2ccccc2)P(c2ccccc2)(c2ccccc2)c2ccccc2)cc1. Product: COc1ccc(-c2ccc(S(=O)(=O)C(C#Cc3ccccc3)C(N)(OC)C(=O)O)cc2)cc1. As a reaction SMILES: [C:49](=[O:50])([O-:51])[O-:52].[CH3:1][O:2][c:3]1[cH:4][cH:5][c:6](-[c:9]2[cH:10][cH:11][c:12]([S:15](=[O:16])(=[O:17])[CH:18]([C:19]([C:20](=[O:21])[O:22][CH3:23])([O:24][CH3:25])[NH2:26])[C:27]#[C:28][c:29]3[cH:30][cH:31][cH:32][cH:33][cH:34]3)[cH:13][cH:14]2)[cH:7][cH:8]1.[CH3:35][O:36][c:37]1[cH:38][cH:39][c:40]([B:41]([OH:42])[OH:43])[cH:44][cH:45]1.[CH3:46][CH2:47][OH:48].[Na+:53].[Na+:54].[OH2:138].[cH:55]1[cH:56][cH:57][cH:58][cH:59][cH:60]1.[cH:61]1[cH:62][cH:63][c:64]([P:65]([Pd:66]([P:67]([c:68]2[cH:69][cH:70][cH:71][cH:72][cH:73]2)([c:74]2[cH:75][cH:76][cH:77][cH:78][cH:79]2)[c:80]2[cH:81][cH:82][cH:83][cH:84][cH:85]2)([P:86]([c:87]2[cH:88][cH:89][cH:90][cH:91][cH:92]2)([c:93]2[cH:94][cH:95][cH:96][cH:97][cH:98]2)[c:99]2[cH:100][cH:101][cH:102][cH:103][cH:104]2)[P:105]([c:106]2[cH:107][cH:108][cH:109][cH:110][cH:111]2)([c:112]2[cH:113][cH:114][cH:115][cH:116][cH:117]2)[c:118]2[cH:119][cH:120][cH:121][cH:122][cH:123]2)([c:124]2[cH:125][cH:126][cH:127][cH:128][cH:129]2)[c:130]2[cH:131][cH:132][cH:133][cH:134][cH:135]2)[cH:136][cH:137]1>>[CH3:1][O:2][c:3]1[cH:4][cH:5][c:6](-[c:9]2[cH:10][cH:11][c:12]([S:15](=[O:16])(=[O:17])[CH:18]([C:19]([C:20](=[O:21])[OH:22])([O:24][CH3:25])[NH2:26])[C:27]#[C:28][c:29]3[cH:30][cH:31][cH:32][cH:33][cH:34]3)[cH:13][cH:14]2)[cH:7][cH:8]1. Starting materials: Cc1ccccc1Br, CCCC[Sn](CCCC)(CCCC)c1ccccc1, Cc1ccccc1, CN1CCCC1=O, [Cl-], [Cs+], [F-], [Na+], CC(=O)[O-], CC(=O)[O-], [Pd+2]. The product is Cc1ccccc1-c1ccccc1. Reaction SMILES: [Br:3][c:4]1[c:5]([CH3:10])[cH:6][cH:7][cH:8][cH:9]1.[CH2:11]([Sn:12]([CH2:13][CH2:14][CH2:15][CH3:22])([c:16]1[cH:17][cH:18][cH:19][cH:20][cH:21]1)[CH2:23][CH2:24][CH2:25][CH3:26])[CH2:27][CH2:28][CH3:29].[CH3:41][c:42]1[cH:43][cH:44][cH:45][cH:46][cH:47]1.[CH3:48][N:49]1[CH2:50][CH2:51][CH2:52][C:53]1=[O:54].[Cl-:31].[Cs+:2].[F-:1].[Na+:30].[O-:33][C:34]([CH3:35])=[O:36].[O-:37][C:38]([CH3:39])=[O:40].[Pd+2:32]>>[c:4]1(-[c:16]2[cH:17][cH:18][cH:19][cH:20][cH:21]2)[c:5]([CH3:10])[cH:6][cH:7][cH:8][cH:9]1.